This data is from the Open Reaction Database (ORD), a public repository of structured organic reaction records. The task is: describe an organic reaction: reactants, conditions, products, and yield Starting materials: ClC1=NC=CC(=N1)NC1=C(C=CC(=C1)NC(=O)C1=CC=CC2=C1OC1=C2C=CC=C1)C (2-chloro-4-[5-(4-dibenzofuranylcarbonylamino)-2-methylanilino]pyrimidine), CO (methanol), solution, Cl (hydrogen chloride). Solvent: C(C)OCC (diethyl ether). Run at temperature 70 celsius. The product is C1=CC=C(C=2OC3=C(C21)C=CC=C3)C(=O)NC=3C=CC(=C(NC2=NC(=NC=C2)OC)C3)C (4-[5-(4-Dibenzofuranylcarbonylamino)-2-methylanilino]-2-methoxypyrimidine). Reaction SMILES: Cl[C:2]1[N:7]=[C:6]([NH:8][C:9]2[CH:14]=[C:13]([NH:15][C:16]([C:18]3[C:23]4[O:24][C:25]5[CH:30]=[CH:29][CH:28]=[CH:27][C:26]=5[C:22]=4[CH:21]=[CH:20][CH:19]=3)=[O:17])[CH:12]=[CH:11][C:10]=2[CH3:31])[CH:5]=[CH:4][N:3]=1.[CH3:32][OH:33].Cl>C(OCC)C>[CH:21]1[C:22]2[C:26]3[CH:27]=[CH:28][CH:29]=[CH:30][C:25]=3[O:24][C:23]=2[C:18]([C:16]([NH:15][C:13]2[CH:12]=[CH:11][C:10]([CH3:31])=[C:9]([CH:14]=2)[NH:8][C:6]2[CH:5]=[CH:4][N:3]=[C:2]([O:33][CH3:32])[N:7]=2)=[O:17])=[CH:19][CH:20]=1. Procedure: A mixture of 2-chloro-4-[5-(4-dibenzofuranylcarbonylamino)-2-methylanilino]pyrimidine (0.1 g), methanol (2 ml) and a 2M solution of hydrogen chloride in diethyl ether (0.5 ml) was stirred and heated to 70° C. for 24 hours. The reaction was evaporated and the residue was purified by column chromatography on silica using a 9:1 mixture of methylene chloride and methanol as eluent. There was thus obtained the title compound as a solid (0.025 g); NMR Spectrum: (DMSOd6) 2.26 (s, 3H), 3.85 (s, 3H), 6.3... Reactants: C(C1=CC=CC=C1)OCN1N=NN=C1 (1-(benzyloxymethyl)-1H-tetrazole), solution, [Li]CCCC (BuLi), C(C)OC=1C=C(C(=C(\C=N\C2=CC=C(C#N)C=C2)C1)F)OC(C)C ((E)-4-(5-ethoxy-2-fluoro-3-isopropoxybenzylideneamino)benzonitrile). The solvent is C1CCOC1 (THF), C1CCOC1 (THF), C1CCOC1 (THF). Reaction conditions: temperature -78 celsius, time 2 minute. Yields the product C(C1=CC=CC=C1)OCN1N=NN=C1N(C1=CC=C(C#N)C=C1)CC1=C(C(=CC(=C1)OCC)OC(C)C)F (4-((1-(benzyloxymethyl)-1H-tetrazol-5-yl)(5-ethoxy-2-fluoro-3-isopropoxyphenyl)methylamino)benzonitrile). The yield is 24.3%. As a reaction SMILES: [CH2:1]([O:8][CH2:9][N:10]1[CH:14]=[N:13][N:12]=[N:11]1)[C:2]1[CH:7]=[CH:6][CH:5]=[CH:4][CH:3]=1.[Li]CCCC.[CH2:20]([O:22][C:23]1[CH:24]=[C:25]([O:40][CH:41]([CH3:43])[CH3:42])[C:26]([F:39])=[C:27]([CH:38]=1)/[CH:28]=[N:29]/[C:30]1[CH:37]=[CH:36][C:33]([C:34]#[N:35])=[CH:32][CH:31]=1)[CH3:21]>C1COCC1>[CH2:1]([O:8][CH2:9][N:10]1[C:14]([N:29]([CH2:28][C:27]2[CH:38]=[C:23]([O:22][CH2:20][CH3:21])[CH:24]=[C:25]([O:40][CH:41]([CH3:43])[CH3:42])[C:26]=2[F:39])[C:30]2[CH:37]=[CH:36][C:33]([C:34]#[N:35])=[CH:32][CH:31]=2)=[N:13][N:12]=[N:11]1)[C:2]1[CH:3]=[CH:4][CH:5]=[CH:6][CH:7]=1. Procedure details: To a solution of Intermediate 12.1 (50.0 mg, 0.263 mmol) in 2 mL THF at −78° C. was added 1.6 M solution of BuLi in THF (181 μL, 0.289 mmol). The mixture was stirred at −78° C. for 2 min, then a solution of Intermediate 7.3 (86 mg, 0.263 mmol) in 0.6 mL THF was added dropwise. The mixture was stirred at −78° C. for 30 min, was allowed to warm to rt over 1 h, then was quenched with sat. NH4Cl. The mixture was diluted with EtOAc, washed with H2O and brine, dried (Na2SO4) and concentrated. The crud... The reactants are ClC=1C=C(C=CC1Cl)O (3,4-dichlorophenol), C(=O)([O-])[O-].[K+].[K+] (K2CO3), ClCC#N (chloroacetonitrile), CS(=O)C (DMSO), ice. The solvent is O (water). Conditions: temperature 70 celsius. Product: ClC=1C=C(OCC#N)C=CC1Cl (3,4-dichlorophenoxyacetonitrile). The yield is 90.6%. Reaction SMILES: [Cl:1][C:2]1[CH:3]=[C:4]([OH:9])[CH:5]=[CH:6][C:7]=1[Cl:8].C([O-])([O-])=O.[K+].[K+].Cl[CH2:17][C:18]#[N:19].CS(C)=O>O>[Cl:1][C:2]1[CH:3]=[C:4]([CH:5]=[CH:6][C:7]=1[Cl:8])[O:9][CH2:17][C:18]#[N:19] |f:1.2.3|. Reported procedure: A mixture of 81.5 g of 3,4-dichlorophenol, 98.0 g of anhydrous K2CO3, 40.0 g of chloroacetonitrile and 100 ml of DMSO was stirred and heated to 70° C. after an initial period of ice cooling. The reaction mixture was heated at 70°-80° C. for 3 hours and the reaction mixture was then poured into 2500 ml of ice and water which resulted in crystal formation. The crystals were removed by filtration, washed with water and then dried overnight in a vacuum oven. The resulting solids were put in approxim... Run at time 8 hour. Run in C(C)O (ethanol). The product is C1(CCC=2C=C3C(=CC12)C=CC=C3)O (benz[f]indan-1-ol). Procedure details: α,α,α′,α′-Tetrabromo-o-xylene (200 g, 0.48 mole) was dissolved in 2000 mL of dimethylformamide. 2-Cyclopentene-1-one (40 g, 0.25 mole) was added, along with 500 g sodium iodide. The mixture was heated overnight at 80° C. The mixture was cooled and poured into 2 L of ice water containing sodium bisulfide (20 g). The solids were collected and recrystallized from ethanol to give 65 g of benz[f]indan-1-one. The benzindanone was then reduced by dissolving in 600 mL of ethanol and adding 30 g of sodiu... RXN SMILES: [C:1]1(=[O:14])[C:9]2[C:4](=[CH:5][CH:6]=[C:7]3[CH:13]=[CH:12][CH:11]=[CH:10][C:8]3=2)[CH2:3][CH2:2]1.[BH4-].[Na+]>C(O)C>[CH:1]1([OH:14])[C:9]2[CH:8]=[C:7]3[CH:13]=[CH:12][CH:11]=[CH:10][C:6]3=[CH:5][C:4]=2[CH2:3][CH2:2]1 |f:1.2|. Reactants: C1(CCC2=CC=C3C(=C12)C=CC=C3)=O (benzindanone), [BH4-].[Na+] (sodium borohydride). Starting materials: CCO, CCOC(C)=O, O=C(c1ccc([N+](=O)[O-])cc1)N1CCc2cccn2-c2ccccc21. Product: Nc1ccc(C(=O)N2CCc3cccn3-c3ccccc32)cc1. Reaction SMILES: [CH2:26]([OH:27])[CH3:28].[CH3:29][CH2:30][O:31][C:32](=[O:33])[CH3:34].[N+:1]([O-:2])(=[O:3])[c:4]1[cH:5][cH:6][c:7]([C:8](=[O:9])[N:10]2[CH2:11][CH2:12][c:13]3[n:14]([cH:21][cH:22][cH:23]3)-[c:15]3[c:16]2[cH:17][cH:18][cH:19][cH:20]3)[cH:24][cH:25]1>>[NH2:1][c:4]1[cH:5][cH:6][c:7]([C:8](=[O:9])[N:10]2[CH2:11][CH2:12][c:13]3[n:14]([cH:21][cH:22][cH:23]3)-[c:15]3[c:16]2[cH:17][cH:18][cH:19][cH:20]3)[cH:24][cH:25]1. Reactants: CO, CCOC(=O)c1[nH]c(C)c(Cl)c1C#N, [Na+], [OH-], O. Product: Cc1[nH]c(C(=O)O)c(C#N)c1Cl. RXN SMILES: [CH3:17][OH:18].[Cl:1][c:2]1[c:3]([C:13]#[N:14])[c:4]([C:8](=[O:9])[O:10][CH2:11][CH3:12])[nH:5][c:6]1[CH3:7].[Na+:16].[OH-:15].[OH2:19]>>[Cl:1][c:2]1[c:3]([C:13]#[N:14])[c:4]([C:8](=[O:9])[OH:10])[nH:5][c:6]1[CH3:7]. Starting materials: B, N#Cc1ncccc1Br, C1CCOC1, Cl. Product: NCc1ncccc1Br, Cl. Reaction SMILES: [BH3:10].[Br:1][c:2]1[c:3]([C:8]#[N:9])[n:4][cH:5][cH:6][cH:7]1.[CH2:12]1[O:13][CH2:14][CH2:15][CH2:16]1.[ClH:11]>>[Br:1][c:2]1[c:3]([CH2:8][NH2:9])[n:4][cH:5][cH:6][cH:7]1.[ClH:11]. Reactants: C(C)(C)(C)OC(NC1=C(C=C(C=C1)Cl)N)=O ((2-amino-4-chloro-phenyl)-carbamic acid tert-butyl ester), C(C)(C)(C)OC(CC(=O)C1=CC(=CC=C1)C=1C(=NC=CC1)C)=O (3-[3-(2-methyl-pyridin-3-yl)-phenyl]-3-oxo-propionic acid tert-butyl ester). The product is C(C)(C)(C)OC(NC1=C(C=C(C=C1)Cl)NC(CC(=O)C1=CC(=CC=C1)C=1C(=NC=CC1)C)=O)=O ((4-Chloro-2-{3-[3-(2-methyl-pyridin-3-yl)-phenyl]-3-oxo-propionylamino}-phenyl)-carbamic acid tert-butyl ester). As a reaction SMILES: [C:1]([O:5][C:6](=[O:16])[NH:7][C:8]1[CH:13]=[CH:12][C:11]([Cl:14])=[CH:10][C:9]=1[NH2:15])([CH3:4])([CH3:3])[CH3:2].C([O:21][C:22](=O)[CH2:23][C:24]([C:26]1[CH:31]=[CH:30][CH:29]=[C:28]([C:32]2[C:33]([CH3:38])=[N:34][CH:35]=[CH:36][CH:37]=2)[CH:27]=1)=[O:25])(C)(C)C>>[C:1]([O:5][C:6](=[O:16])[NH:7][C:8]1[CH:13]=[CH:12][C:11]([Cl:14])=[CH:10][C:9]=1[NH:15][C:22](=[O:21])[CH2:23][C:24]([C:26]1[CH:31]=[CH:30][CH:29]=[C:28]([C:32]2[C:33]([CH3:38])=[N:34][CH:35]=[CH:36][CH:37]=2)[CH:27]=1)=[O:25])([CH3:4])([CH3:2])[CH3:3]. Reported procedure: The title compound was prepared from (2-amino-4-chloro-phenyl)-carbamic acid tert-butyl ester (Example J4) (182 mg, 0.75 mmol) and 3-[3-(2-methyl-pyridin-3-yl)-phenyl]-3-oxo-propionic acid tert-butyl ester (Example K5) (234 mg, 0.75 mmol) according to the general procedure M. Obtained as an amorphous light brown substance (286 mg).